Dataset: the Open Reaction Database (ORD), a public repository of structured organic reaction records. Task: describe an organic reaction: reactants, conditions, products, and yield Starting materials: ON1C(=NC(=C1C=1C=NC=CC1)C)C1=CC(=C(C=C1)SC)OC (1-hydroxy-2-(3-methoxy-4-methylthiophenyl)-4-methyl-5-(3-pyridyl)imidazole), P(OCC)(OCC)OCC (triethyl phosphite), O (water). Run in CN(C=O)C (N,N-dimethylformamide). Run at temperature 90 celsius, time 3 hour. Product: COC=1C=C(C=CC1SC)C=1NC(=C(N1)C)C=1C=NC=CC1 (2-(3-methoxy-4-methylthiophenyl)-4-methyl-5-(3-pyridyl)imidazole). Isolated yield 62.2%. As a reaction SMILES: O[N:2]1[C:6]([C:7]2[CH:8]=[N:9][CH:10]=[CH:11][CH:12]=2)=[C:5]([CH3:13])[N:4]=[C:3]1[C:14]1[CH:19]=[CH:18][C:17]([S:20][CH3:21])=[C:16]([O:22][CH3:23])[CH:15]=1.P(OCC)(OCC)OCC.O>CN(C)C=O>[CH3:23][O:22][C:16]1[CH:15]=[C:14]([C:3]2[NH:2][C:6]([C:7]3[CH:8]=[N:9][CH:10]=[CH:11][CH:12]=3)=[C:5]([CH3:13])[N:4]=2)[CH:19]=[CH:18][C:17]=1[S:20][CH3:21]. Procedure details: To a solution of 1-hydroxy-2-(3-methoxy-4-methylthiophenyl)-4-methyl-5-(3-pyridyl)imidazole (0.98 g) in N,N-dimethylformamide (10 ml) was added triethyl phosphite (1.03 ml), and the mixture was stirred at 90° C. for 3 hours. Then the solution was poured into water (60 ml) and stirred at ambient temperature for an hour. The resulting precipitates were filtered, washed with water, and recrystallized from ethanol (6 ml) to give 2-(3-methoxy-4-methylthiophenyl)-4-methyl-5-(3-pyridyl)imidazole (0.58 ...